Dataset: the Open Reaction Database (ORD), a public repository of structured organic reaction records. Task: describe an organic reaction: reactants, conditions, products, and yield The reactants are C(C=C)(=O)Cl. Reagents/catalysts: C(=O)([O-])[O-].[Na+].[Na+] (Na2CO3), O (water), c1ccc(cc1)-c2c3ccccc3cc4ccccc24 (9-Phenylanthracene). Solvent: C1CCOC1 (THF). Conditions: time nan hour. Yields the product CN([C@@H]1C[C@H](C1)Oc2nc(Nc3cnn(C)c3)nc4[nH]cc(c5ncccc5F)c24)C(=O)C=C. RXN SMILES: [CH3:1][O:2][c:3]1[c:28](OC)c[c:6]([CH2:7][N:8]2[C:26](=[O:27])[CH2:25][CH2:24][CH:9]2[CH2:10][CH2:11][N:12]([CH2:16][c:17]3[n:23][c:22]([n:19]4[cH:18]3)[cH:21][cH:20]cc4)[CH2:13][CH:14](C)[CH3:15])[cH:5][cH:4]1.ClC(C=[CH2:29])=O>>[CH3:7][N:8]([C:26]([CH:25]=[CH2:29])=[O:27])[C@H:9]1[CH2:24][C@H:11]([O:2][c:20]2[c:21]([c:22]3[n:19][c:18](N[c:14]4[cH:13][n:12]([CH3:1])n[cH:15]4)n2)[c:16]([c:28]5[c:3](F)[cH:4][cH:5][cH:6]n5)[cH:17][nH:23]3)[CH2:10]1. Reactants: IC1=C(N)C=CC=C1 (2-iodoaniline), C(=O)([O-])[O-].[K+].[K+] (K2CO3), ClC1=CC=C(CBr)C=C1 (4-chlorobenzyl bromide). Run in C(C)#N (acetonitrile), C(C)(=O)OCC (ethyl acetate). Yields the product ClC1=CC=C(CNC2=C(C=CC=C2)I)C=C1 (N-(4-Chlorobenzyl)-2-iodoaniline). As a reaction SMILES: [I:1][C:2]1[CH:8]=[CH:7][CH:6]=[CH:5][C:3]=1[NH2:4].C([O-])([O-])=O.[K+].[K+].[Cl:15][C:16]1[CH:23]=[CH:22][C:19]([CH2:20]Br)=[CH:18][CH:17]=1>C(#N)C.C(OCC)(=O)C>[Cl:15][C:16]1[CH:23]=[CH:22][C:19]([CH2:20][NH:4][C:3]2[CH:5]=[CH:6][CH:7]=[CH:8][C:2]=2[I:1])=[CH:18][CH:17]=1 |f:1.2.3|. Procedure: To a solution of 2-iodoaniline (280 mg, 1.82 mmol) in acetonitrile (6 mL) was added K2CO3 (212 mg, 1.54 mmol) and 4-chlorobenzyl bromide (276 mg, 1.34 mmol). After refluxing overnight under a nitrogen atmosphere, the reaction mixture was diluted with ethyl acetate and filtered. The solvent was removed under reduced pressure and the crude product was used in next step. The reactants are CO, C1=C2C3CCC(C3)C2CCC1, [H][H]. Product: C1CCC2C3CCC(C3)C2C1. Reaction SMILES: [CH3:14][OH:15].[CH:1]12[CH2:2][CH2:3][CH:4]([CH:5]3[CH2:6][CH2:7][CH2:8][CH:9]=[C:10]13)[CH2:11]2.[H:12][H:13]>>[CH:1]12[CH2:2][CH2:3][CH:4]([CH:5]3[CH2:6][CH2:7][CH2:8][CH2:9][CH:10]13)[CH2:11]2. Reactants: O=C(OO)c1cccc(Cl)c1, ClCCl, CSc1ccc(N2CC(CN=[N+]=[N-])OC2=O)cc1F. Product: CS(=O)c1ccc(N2CC(CN=[N+]=[N-])OC2=O)cc1F. Reaction SMILES: [Cl:1][c:2]1[cH:3][c:4]([C:9](=[O:6])[O:10][OH:11])[cH:5][cH:7][cH:8]1.[Cl:31][CH2:32][Cl:33].[N:12](=[N+:13]=[N-:14])[CH2:15][CH:16]1[CH2:17][N:18]([c:22]2[cH:23][c:24]([F:30])[c:25]([S:28][CH3:29])[cH:26][cH:27]2)[C:19](=[O:21])[O:20]1>>[O:6]=[S:28]([c:25]1[c:24]([F:30])[cH:23][c:22]([N:18]2[CH2:17][CH:16]([CH2:15][N:12]=[N+:13]=[N-:14])[O:20][C:19]2=[O:21])[cH:27][cH:26]1)[CH3:29]. Yields the product C(C)(C)(C)C=1N=CN(C1C)C1=NC=C(C=C1Cl)C(F)(F)F (4-tert-butyl-1-(3-chloro-5-trifluoromethylpyridin-2-yl)-5-methylimidazole). Reactants: C(C)(C)(C)C=1N=CNC1C (4-tert-butyl-5-methylimidazole), [H-].[Na+] (sodium hydride), O (water), ClC1=NC=C(C=C1Cl)C(F)(F)F (2,3-dichloro-5-trifluoromethylpyridine). The solvent is CN(C=O)C (N,N-dimethyl formamide). Reaction conditions: time 20 minute. Procedure: To a solution of 0.5 g (3.6 m mol) of 4-tert-butyl-5-methylimidazole in 5 ml of N,N-dimethyl formamide is added slowly 150 mg (3.7 m mol) of an oily sodium hydride (60%) while cooling with ice, followed by stirring at the same temperature for 20 minutes. After the reaction is completed, to the reaction mixture is added dropwise 0.71 g (3.6 m mol) of 2,3-dichloro-5-trifluoromethylpyridine, followed by stirring at room temperature for 9 hours. After the reaction is completed, the reacton mixture i... Reaction SMILES: [C:1]([C:5]1[N:6]=[CH:7][NH:8][C:9]=1[CH3:10])([CH3:4])([CH3:3])[CH3:2].[H-].[Na+].Cl[C:14]1[C:19]([Cl:20])=[CH:18][C:17]([C:21]([F:24])([F:23])[F:22])=[CH:16][N:15]=1.O>CN(C)C=O>[C:1]([C:5]1[N:6]=[CH:7][N:8]([C:14]2[C:19]([Cl:20])=[CH:18][C:17]([C:21]([F:24])([F:22])[F:23])=[CH:16][N:15]=2)[C:9]=1[CH3:10])([CH3:4])([CH3:3])[CH3:2] |f:1.2|. Starting materials: C(C)OC(=O)C=1C(=NN(C1C1CC1)C1=CC(=CC=C1)OC(F)(F)F)C1=CC=NC=C1 (5-cyclopropyl-3-pyridin-4-yl-1-(3-trifluoromethoxy-phenyl)-1H-pyrazole-4-carboxylic acid ethyl ester), O.[OH-].[Li+] (lithium hydroxide monohydrate). Solvent: C1CCOC1 (THF), CO (methanol), O (water), C(Cl)Cl (CH2Cl2). Run at temperature 80 celsius. Product: C1(CC1)C1=C(C(=NN1C1=CC(=CC=C1)OC(F)(F)F)C1=CC=NC=C1)C(=O)O (5-Cyclopropyl-3-pyridin-4-yl-1-(3-trifluoromethoxy-phenyl)-1H-pyrazole-4-carboxylic acid). Reaction SMILES: C([O:3][C:4]([C:6]1[C:7]([C:25]2[CH:30]=[CH:29][N:28]=[CH:27][CH:26]=2)=[N:8][N:9]([C:14]2[CH:19]=[CH:18][CH:17]=[C:16]([O:20][C:21]([F:24])([F:23])[F:22])[CH:15]=2)[C:10]=1[CH:11]1[CH2:13][CH2:12]1)=[O:5])C.O.[OH-].[Li+]>C1COCC1.CO.O.C(Cl)Cl>[CH:11]1([C:10]2[N:9]([C:14]3[CH:19]=[CH:18][CH:17]=[C:16]([O:20][C:21]([F:24])([F:22])[F:23])[CH:15]=3)[N:8]=[C:7]([C:25]3[CH:26]=[CH:27][N:28]=[CH:29][CH:30]=3)[C:6]=2[C:4]([OH:5])=[O:3])[CH2:12][CH2:13]1 |f:1.2.3|. Procedure: To a solution of 5-cyclopropyl-3-pyridin-4-yl-1-(3-trifluoromethoxy-phenyl)-1H-pyrazole-4-carboxylic acid ethyl ester (154 mg, 0.37 mmol) in 2 ml THF, 1 ml methanol and 1 ml water, was added lithium hydroxide monohydrate (26 mg, 1.11 mmol). The solution was heated at 80° C. for 2 h. The reaction mixture was cooled, diluted with CH2Cl2 and washed with water. The aqueous phases were extracted with three portions of CH2Cl2. The combined organic layers were dried over magnesium sulfate, and evaporat... Reactants: N (ammonia), O1[C@]2([C@@H]1C1=C(OC2(C)C)C=CC(=C1)S(=O)(=O)C1=CC(=CC=C1)OC)C ((3S ,4S)-3,4-Dihydro-3,4-epoxy-6-(3-methoxyphenyl)sulphonyl-2,2,3-trimethyl-2H-benzo[b]pyran), N (ammonia). Run in C(C)O (ethanol). Conditions: temperature 50 celsius. The product is N[C@@H]1C2=C(OC([C@@]1(C)O)(C)C)C=CC(=C2)S(=O)(=O)C2=CC(=CC=C2)OC ((3S,4R)-4-amino-3,4-dihydro-3-hydroxy-6-(3-methoxyphenyl)sulphonyl-2,2,3-trimethyl-2H-benzo[b]pyran). Reaction SMILES: [O:1]1[C@H:3]2[C:4]3[CH:13]=[C:12]([S:14]([C:17]4[CH:22]=[CH:21][CH:20]=[C:19]([O:23][CH3:24])[CH:18]=4)(=[O:16])=[O:15])[CH:11]=[CH:10][C:5]=3[O:6][C:7]([CH3:9])([CH3:8])[C@@:2]12[CH3:25].[NH3:26]>C(O)C>[NH2:26][C@H:3]1[C@@:2]([OH:1])([CH3:25])[C:7]([CH3:8])([CH3:9])[O:6][C:5]2[CH:10]=[CH:11][C:12]([S:14]([C:17]3[CH:22]=[CH:21][CH:20]=[C:19]([O:23][CH3:24])[CH:18]=3)(=[O:16])=[O:15])=[CH:13][C:4]1=2. Procedure details: (3S ,4S)-3,4-Dihydro-3,4-epoxy-6-(3-methoxyphenyl)sulphonyl-2,2,3-trimethyl-2H-benzo[b]pyran (2.0 g) (see Preparation 17) was dissolved in ethanol (15 ml) and 35% aqueous ammonia solution (10 ml) was added. The mixture was heated at 50° C. for 48 hours before adding further ammonia solution (5 ml) and heating for another 8 hours. The solvent was removed under reduced pressure and the residue was chromatographed on silica using 5:95 methanol: dichloromethane as the eluent to yield (3S,4R)-4-amino...